Task: describe an organic reaction: reactants, conditions, products, and yield. Dataset: the Open Reaction Database (ORD), a public repository of structured organic reaction records The reactants are ClC1=C(C=C(C=C1)C(C(=O)N)C)[N+](=O)[O-] (2-(4'-chloro-3'-nitro-phenyl) propionamide), N (ammonia), alcohol. Yields the product NC1=C(C=C(C=C1)C(C(=O)N)C)[N+](=O)[O-] (2-(4'-amino-3'-nitro-phenyl) propionamide). Reaction SMILES: Cl[C:2]1[CH:7]=[CH:6][C:5]([CH:8]([CH3:12])[C:9]([NH2:11])=[O:10])=[CH:4][C:3]=1[N+:13]([O-:15])=[O:14].[NH3:16]>>[NH2:16][C:2]1[CH:7]=[CH:6][C:5]([CH:8]([CH3:12])[C:9]([NH2:11])=[O:10])=[CH:4][C:3]=1[N+:13]([O-:15])=[O:14]. Procedure details: By an original process, 2-(4'-chloro-3'-nitro-phenyl) propionamide (I), thus obtained, is treated with ammonia in an alcohol solution to furnish 2-(4'-amino-3'-nitro-phenyl) propionamide (II) which, when hydrolyzed in an acid medium, is transformed into 2-(4'-amino-3'-nitro-phenyl) propionic acid (III). This, when treated with 2,5-dimethoxytetrahydrofuran (a mixture of cis/trans isomers) produces 2-(3'-nitro-4'-[1"-pyrrolyl] phenyl) propionic acid (A). Catalytic hydrogenation of the latter in th... As a reaction SMILES: C12N(C3C=NC4C(=CC=CC=4)N=3)CC1CCNC2.[CH:19]12[CH2:25][NH:24][CH:23]1[CH2:22][N:21]([C:26]([C:28]1[CH:33]=[CH:32][CH:31]=[CH:30][C:29]=1[N:34]1[N:38]=[CH:37][CH:36]=[N:35]1)=[O:27])[CH2:20]2.Cl[C:40]1[N:45]=[C:44]([C:46]2[CH:51]=[CH:50][CH:49]=[CH:48][CH:47]=2)[CH:43]=[CH:42][N:41]=1>>[C:46]1([C:44]2[CH:43]=[CH:42][N:41]=[C:40]([N:24]3[CH2:25][CH:19]4[CH:23]3[CH2:22][N:21]([C:26]([C:28]3[CH:33]=[CH:32][CH:31]=[CH:30][C:29]=3[N:34]3[N:38]=[CH:37][CH:36]=[N:35]3)=[O:27])[CH2:20]4)[N:45]=2)[CH:47]=[CH:48][CH:49]=[CH:50][CH:51]=1. Procedure: The title compound was prepared in a manner analogous to Intermediate 2, Step A, using Intermediate 25 and 2-chloro-4-phenyl-pyrimidine. MS (ESI) mass calcd. for C24H21N7O, 423.48; m/z found, 424.2 [M+H]+. Reactants: C12CNCCC2CN1C1=NC2=CC=CC=C2N=C1 (2-(3,8-diaza-bicyclo[4.2.0]oct-8-yl)-quinoxaline), C12CN(CC2NC1)C(=O)C1=C(C=CC=C1)N1N=CC=N1 ((3,6-Diaza-bicyclo[3.2.0]hept-3-yl)-(2-[1,2,3]triazol-2-yl-phenyl)-methanone), ClC1=NC=CC(=N1)C1=CC=CC=C1 (2-chloro-4-phenyl-pyrimidine). Yields the product C1(=CC=CC=C1)C1=NC(=NC=C1)N1C2CN(CC2C1)C(=O)C1=C(C=CC=C1)N1N=CC=N1 (6-(4-Phenylpyrimidin-2-yl)-3-{[2-(2H-1,2,3-triazol-2-yl)phenyl]carbonyl}-3,6-diazabicyclo[3.2.0]heptane). Reactants: FC(OC1=CC=C(C=C1)N1N=C(C(C=C1)=O)C(\C=C\N(C)C)=O)F (1-(4-Difluoromethoxy-phenyl)-3-((E)-3-dimethylamino-acryloyl)-1H-pyridazin-4-one), FC=1C=C2C(=CC=NC2=CC1)NN ((6-fluoro-quinolin-4-yl)-hydrazine). Yields the product FC(OC1=CC=C(C=C1)N1N=C(C(C=C1)=O)C=1N(N=CC1)C1=CC=NC2=CC=C(C=C12)F)F (1-(4-Difluoromethoxy-phenyl)-3-[2-(6-fluoro-quinolin-4-yl)-2H-pyrazol-3-yl]-1H-pyridazin-4-one). RXN SMILES: [F:1][CH:2]([F:24])[O:3][C:4]1[CH:9]=[CH:8][C:7]([N:10]2[CH:15]=[CH:14][C:13](=[O:16])[C:12]([C:17](=O)/[CH:18]=[CH:19]/[N:20](C)C)=[N:11]2)=[CH:6][CH:5]=1.[F:25][C:26]1[CH:27]=[C:28]2[C:33](=[CH:34][CH:35]=1)[N:32]=[CH:31][CH:30]=[C:29]2[NH:36]N>>[F:1][CH:2]([F:24])[O:3][C:4]1[CH:9]=[CH:8][C:7]([N:10]2[CH:15]=[CH:14][C:13](=[O:16])[C:12]([C:17]3[N:36]([C:29]4[C:28]5[C:33](=[CH:34][CH:35]=[C:26]([F:25])[CH:27]=5)[N:32]=[CH:31][CH:30]=4)[N:20]=[CH:19][CH:18]=3)=[N:11]2)=[CH:6][CH:5]=1. Procedure details: The product was obtained starting from 1-(4-Difluoromethoxy-phenyl)-3-((E)-3-dimethylamino-acryloyl)-1H-pyridazin-4-one (A-9) and (6-fluoro-quinolin-4-yl)-hydrazine according to the method described for example 91. MS: M=450.1 (M+H)+ Reactants: C(C1=CC=CC=C1)OC(=O)N[C@@H](CCCNC(N)=N)C(=O)O ((S)-N2-(benzyloxycarbonyl)-arginine), CS(=O)(=O)Cl (methanesulphonyl chloride), Cl.C(#N)[C@H]1NCCC1 ((S)-2-cyano-pyrrolidine hydrochloride). The product is Cl.Cl.C(#N)[C@H]1N(CCC1)C([C@@H](N)CCCNC(NS(=O)(=O)C)=N)=O ((2S)-2-Cyano-1-[N5-{(imino)-(methylsulphonylamino)-methyl}-(S)-ornithyl]-pyrrolidine Dihydrochloride). As a reaction SMILES: C(OC([NH:11][C@H:12]([C:20]([OH:22])=O)[CH2:13][CH2:14][CH2:15][NH:16][C:17](=[NH:19])[NH2:18])=O)C1C=CC=CC=1.[CH3:23][S:24]([Cl:27])(=[O:26])=[O:25].[ClH:28].[C:29]([C@@H:31]1[CH2:35][CH2:34][CH2:33][NH:32]1)#[N:30]>>[ClH:27].[ClH:28].[C:29]([C@@H:31]1[CH2:35][CH2:34][CH2:33][N:32]1[C:20](=[O:22])[C@H:12]([CH2:13][CH2:14][CH2:15][NH:16][C:17](=[NH:19])[NH:18][S:24]([CH3:23])(=[O:26])=[O:25])[NH2:11])#[N:30] |f:2.3,4.5.6|. Reported procedure: Starting from (S)-N2-(benzyloxycarbonyl)-arginine, methanesulphonyl chloride and (S)-2-cyano-pyrrolidine hydrochloride, the expected product is obtained according to the procedure described in Example 1.